This data is from the Open Reaction Database (ORD), a public repository of structured organic reaction records. The task is: describe an organic reaction: reactants, conditions, products, and yield The reactants are ClC1=C(CN)C=C(C=C1)Cl (2,5-dichlorobenzylamine), C1=NC=CC2=C(C=CC=C12)C(C(=O)O)C (2-(5-isoquinolinyl)propanoic acid), C1=NC=CC2=C(C=CC=C12)CC(=O)O (5-isoquinolinylacetic acid). Yields the product ClC1=C(CNC(C(C)C2=C3C=CN=CC3=CC=C2)=O)C=C(C=C1)Cl (N-(2,5-dichlorobenzyl)-2-(5-isoquinolinyl)propanamide). As a reaction SMILES: [Cl:1][C:2]1[CH:9]=[CH:8][C:7]([Cl:10])=[CH:6][C:3]=1[CH2:4][NH2:5].[CH:11]1[C:20]2[C:15](=[C:16]([CH:21]([CH3:25])[C:22](O)=[O:23])[CH:17]=[CH:18][CH:19]=2)[CH:14]=[CH:13][N:12]=1.C1C2C(=C(CC(O)=O)C=CC=2)C=CN=1>>[Cl:1][C:2]1[CH:9]=[CH:8][C:7]([Cl:10])=[CH:6][C:3]=1[CH2:4][NH:5][C:22](=[O:23])[CH:21]([C:16]1[CH:17]=[CH:18][CH:19]=[C:20]2[C:15]=1[CH:14]=[CH:13][N:12]=[CH:11]2)[CH3:25]. Procedure: The title compound was prepared using the procedure described in Example 222B using 2,5-dichlorobenzylamine and 2-(5-isoquinolinyl)propanoic acid instead of 4-(trifluoromethoxy)benzylamine and 5-isoquinolinylacetic acid. MS (ESI+) m/z 359 (M+H)+; MS (ESI−) m/z 357 (M−H)−; 1H NMR (DMSO, 300 MHz) δ 1.54 (d, J 7.1, 3H), 4.20 (m, 2H), 4.53 (q, J 7.1, 1H), 7.06 (s, 1H), 7.32 (d, J 8.4, 1H), 7.44 (d, J 8.4, 1H), 7.51 (s, 1H), 7.78 (t, J 7.8, 1H), 7.90 (d, J 6.5, 1H), 8.16 (d, J 8.1, 1H), 8.26 (d, J 6.... Reactants: [BH4-].[Na+] (NaBH4), COC(C1=CC(=CC=C1)\C=C\C1=NC(=CC(=N1)C)N1CCCC1)=O ((E)-3-[2-(4-methyl-6-pyrrolidin-1-yl-pyrimidin-2-yl)-vinyl]-benzoic acid methyl ester), COC(C1=CC(=CC=C1)\C=C\C1=NC(=CC(=N1)Cl)C)=O ((E)-3-[2-(4-chloro-6-methyl-pyrimidin-2-yl)-vinyl]-benzoic acid methyl ester), [Cl-].[Cl-].[Ca+2] (CaCl2). Procedure details: A solution of 60 mg of (E)-3-[2-(4-methyl-6-pyrrolidin-1-yl-pyrimidin-2-yl)-vinyl]-benzoic acid methyl ester, product of example 40, in MeOH/THF (each 2 ml) was treated at RT with 41 mg (0.37 mmol) CaCl2 followed by 28 mg (0.74 mmol) NaBH4 and then stirred for 18 h at RT until completion of the reaction according to TLC analysis. The reaction mixture was partitioned between diluted aqueous HCl and EtOAc. The organic layer was separated, dried over Na2SO4 and concentrated in vacuo. The residue wa... RXN SMILES: C[O:2][C:3](=O)[C:4]1[CH:9]=[CH:8][CH:7]=[C:6](/[CH:10]=[CH:11]/[C:12]2[N:17]=[C:16]([CH3:18])[CH:15]=[C:14]([N:19]3[CH2:23][CH2:22][CH2:21][CH2:20]3)[N:13]=2)[CH:5]=1.COC(=O)C1C=CC=C(/C=C/C2N=C(Cl)C=C(C)N=2)C=1.[Cl-].[Cl-].[Ca+2].[BH4-].[Na+]>CO.C1COCC1>[CH3:18][C:16]1[CH:15]=[C:14]([N:19]2[CH2:20][CH2:21][CH2:22][CH2:23]2)[N:13]=[C:12](/[CH:11]=[CH:10]/[C:6]2[CH:5]=[C:4]([CH2:3][OH:2])[CH:9]=[CH:8][CH:7]=2)[N:17]=1 |f:2.3.4,5.6,7.8|. Run at time 18 hour. The yield is 18.2%. Solvent: CO.C1CCOC1 (MeOH THF). Product: CC1=NC(=NC(=C1)N1CCCC1)/C=C/C=1C=C(C=CC1)CO ((E){3-[2-(4-methyl-6-pyrrolidin-1-yl-pyrimidin-2-yl)-vinyl]-phenyl}-methanol). Reaction SMILES: [O:1]1CCO[CH:2]1[C:6]1[CH:7]=[N:8][N:9]([C:12]2[CH:17]=[CH:16][C:15]([O:18]C)=[CH:14][CH:13]=2)[C:10]=1[CH3:11].B(Br)(Br)Br>C(Cl)Cl>[OH:18][C:15]1[CH:14]=[CH:13][C:12]([N:9]2[C:10]([CH3:11])=[C:6]([CH:2]=[O:1])[CH:7]=[N:8]2)=[CH:17][CH:16]=1. Yield: 97.0%. Procedure details: To a solution of 4-[1,3]dioxolan-2-yl-1-(4-methoxy-phenyl)-5-methyl-1H-pyrazole (0.2 g, 0.8 mmol) in CH2Cl2 (4 mL) was added boron tribromide (1M in DCM, 2.3 mL, 2.3 mmol) at −78° C. over 5 min. The reaction mixture was stirred at −78° C. for 1 h, and then at room temperature for 4 h. The reaction was quenched with sat. NaHCO3 at 0° C., extracted with CH2Cl2, washed brine, and dried over Na2SO4. After concentrated in vacuo, the title compound was obtained with a yield of 97% (150 mg), which was ... Reaction conditions: temperature -78 celsius, time 1 hour. The product is OC1=CC=C(C=C1)N1N=CC(=C1C)C=O (1-(4-Hydroxy-phenyl)-5-methyl-1H-pyrazole-4-carbaldehyde). The reactants are O1C(OCC1)C=1C=NN(C1C)C1=CC=C(C=C1)OC (4-[1,3]dioxolan-2-yl-1-(4-methoxy-phenyl)-5-methyl-1H-pyrazole), B(Br)(Br)Br (boron tribromide). Run in C(Cl)Cl (CH2Cl2). Reactants: C#Cc1cccc(C)c1, Cc1nc(I)c(C)n1-c1cc(=O)n(C)cn1. Yields the product Cc1cccc(C#Cc2nc(C)n(-c3cc(=O)n(C)cn3)c2C)c1. Reaction SMILES: [C:17](#[CH:18])[c:19]1[cH:20][c:21]([CH3:25])[cH:22][cH:23][cH:24]1.[I:1][c:2]1[n:3][c:4]([CH3:16])[n:5](-[c:8]2[cH:9][c:10](=[O:15])[n:11]([CH3:14])[cH:12][n:13]2)[c:6]1[CH3:7]>>[c:2]1([C:18]#[C:17][c:19]2[cH:20][c:21]([CH3:25])[cH:22][cH:23][cH:24]2)[n:3][c:4]([CH3:16])[n:5](-[c:8]2[cH:9][c:10](=[O:15])[n:11]([CH3:14])[cH:12][n:13]2)[c:6]1[CH3:7].